This data is from the Open Reaction Database (ORD), a public repository of structured organic reaction records. The task is: describe an organic reaction: reactants, conditions, products, and yield The reactants are CC=1C(NC(N([C@H]2[C@H](O)[C@H](O)[C@@H](CO)O2)C1)=O)=O (5-methyluridine), N1C=NC=C1 (imidazole), C(C)(C)(C)[Si](C)(C)Cl (tertbutyldimethylsilyl chloride). Yields the product [Si](C)(C)(C(C)(C)C)OC[C@@H]1[C@H]([C@H]([C@@H](O1)N1C(=O)NC(=O)C(=C1)C)O)O (5'-O-tert-butyldimethylsilyl-5-methyluridine). Yield: 72.9%. RXN SMILES: [CH3:1][C:2]1[C:3](=[O:18])[NH:4][C:5](=[O:17])[N:6]([CH:16]=1)[C@@H:7]1[O:15][C@H:12]([CH2:13][OH:14])[C@@H:10]([OH:11])[C@H:8]1[OH:9].N1C=CN=C1.[C:24]([Si:28](Cl)([CH3:30])[CH3:29])([CH3:27])([CH3:26])[CH3:25]>>[Si:28]([O:14][CH2:13][C@H:12]1[O:15][C@@H:7]([N:6]2[CH:16]=[C:2]([CH3:1])[C:3](=[O:18])[NH:4][C:5]2=[O:17])[C@H:8]([OH:9])[C@@H:10]1[OH:11])([C:24]([CH3:27])([CH3:26])[CH3:25])([CH3:30])[CH3:29]. Procedure: A solution of 5-methyluridine (1.42 g, 5.49 mmol), imidazole (0,816 g, 11.26 mmol) and tertbutyldimethylsilyl chloride (0.9 g, 6.01 mmol) was stirred at room temperature for 24 hours and then concentrated in vacuo. The residue obtained was purified by chromatography on a silica gel column using CHCl3 -methanol (30:1) as the eluent to give 1.49 g (73%) of 5'-O-tert-butyldimethylsilyl-5-methyluridine as a colorless solid: mp 209°-211° C. (ethyl acetate); 1H NMR (DMSO-d6) δ 0.0 (6H, s, (CH3)2Si), 0... The reactants are CCOC(C)=O, CCO, O=C[O-], O=C(Nc1ccccc1)c1cc2cc([N+](=O)[O-])ccc2n1CCc1ccccc1, [NH4+]. Yields the product Nc1ccc2c(c1)cc(C(=O)Nc1ccccc1)n2CCc1ccccc1. Reaction SMILES: [CH3:34][CH2:35][O:36][C:37](=[O:38])[CH3:39].[CH3:40][CH2:41][OH:42].[CH:30]([O-:31])=[O:32].[N+:1]([O-:2])(=[O:3])[c:4]1[cH:5][c:6]2[cH:7][c:8]([C:21](=[O:22])[NH:23][c:24]3[cH:25][cH:26][cH:27][cH:28][cH:29]3)[n:9]([CH2:13][CH2:14][c:15]3[cH:16][cH:17][cH:18][cH:19][cH:20]3)[c:10]2[cH:11][cH:12]1.[NH4+:33]>>[NH2:1][c:4]1[cH:5][c:6]2[cH:7][c:8]([C:21](=[O:22])[NH:23][c:24]3[cH:25][cH:26][cH:27][cH:28][cH:29]3)[n:9]([CH2:13][CH2:14][c:15]3[cH:16][cH:17][cH:18][cH:19][cH:20]3)[c:10]2[cH:11][cH:12]1. Starting materials: COc1cc2c(cc1N1CC(C)N(C)C(C)C1)NCC2, O=C(O)Cc1cccc(C(F)(F)F)c1F. The product is COc1cc2c(cc1N1CC(C)N(C)C(C)C1)N(C(=O)Cc1cccc(C(F)(F)F)c1F)CC2. Reaction SMILES: [CH3:16][O:17][c:18]1[cH:19][c:20]2[c:24]([cH:25][c:26]1[N:27]1[CH2:28][CH:29]([CH3:35])[N:30]([CH3:34])[CH:31]([CH3:33])[CH2:32]1)[NH:23][CH2:22][CH2:21]2.[F:1][c:2]1[c:3]([CH2:12][C:13](=[O:14])[OH:15])[cH:4][cH:5][cH:6][c:7]1[C:8]([F:9])([F:10])[F:11]>>[F:1][c:2]1[c:3]([CH2:12][C:13](=[O:15])[N:23]2[CH2:22][CH2:21][c:20]3[cH:19][c:18]([O:17][CH3:16])[c:26]([N:27]4[CH2:28][CH:29]([CH3:35])[N:30]([CH3:34])[CH:31]([CH3:33])[CH2:32]4)[cH:25][c:24]32)[cH:4][cH:5][cH:6][c:7]1[C:8]([F:9])([F:10])[F:11]. Reactants: CO, CCOc1cc(C(=O)OC)cc(OCC)c1-c1cnn(C2CC2)c1, [Na+], [OH-]. Yields the product CCOc1cc(C(=O)O)cc(OCC)c1-c1cnn(C2CC2)c1. Reaction SMILES: [CH3:27][OH:28].[CH:1]1([n:4]2[n:5][cH:6][c:7](-[c:9]3[c:10]([O:22][CH2:23][CH3:24])[cH:11][c:12]([C:13](=[O:14])[O:15][CH3:16])[cH:17][c:18]3[O:19][CH2:20][CH3:21])[cH:8]2)[CH2:2][CH2:3]1.[Na+:26].[OH-:25]>>[CH:1]1([n:4]2[n:5][cH:6][c:7](-[c:9]3[c:10]([O:22][CH2:23][CH3:24])[cH:11][c:12]([C:13](=[O:14])[OH:15])[cH:17][c:18]3[O:19][CH2:20][CH3:21])[cH:8]2)[CH2:2][CH2:3]1. Starting materials: C(C)NCC1=CC=C(S1)B(O)O ({5-[(ethylamino)methyl]-2-thienyl}boronic acid), BrC=1C=C2C(=CNC2=C(C1)C(=O)N)C1CCN(CC1)S(=O)(=O)CC (5-bromo-3-[1-(ethylsulfonyl)-4-piperidinyl]-1H-indole-7-carboxamide), C([O-])([O-])=O.[K+].[K+] (potassium carbonate), O1CCOCC1 (dioxane). Reagents/catalysts: C=1C=CC(=CC1)[P](C=2C=CC=CC2)(C=3C=CC=CC3)[Pd]([P](C=4C=CC=CC4)(C=5C=CC=CC5)C=6C=CC=CC6)([P](C=7C=CC=CC7)(C=8C=CC=CC8)C=9C=CC=CC9)[P](C=1C=CC=CC1)(C=1C=CC=CC1)C=1C=CC=CC1 (tetrakis(triphenylphosphine)palladium(0)). Run in O (H2O). Run at temperature 150 celsius, time 30 minute. Product: C(C)NCC1=CC=C(S1)C=1C=C2C(=CNC2=C(C1)C(=O)N)C1CCN(CC1)S(=O)(=O)CC (5-{5-[(ethylamino)methyl]-2-thienyl}-3-[1-(ethylsulfonyl)-4-piperidinyl]-1H-indole-7-carboxamide). The yield is 9.6%. RXN SMILES: [CH2:1]([NH:3][CH2:4][C:5]1[S:9][C:8](B(O)O)=[CH:7][CH:6]=1)[CH3:2].Br[C:14]1[CH:15]=[C:16]2[C:20](=[C:21]([C:23]([NH2:25])=[O:24])[CH:22]=1)[NH:19][CH:18]=[C:17]2[CH:26]1[CH2:31][CH2:30][N:29]([S:32]([CH2:35][CH3:36])(=[O:34])=[O:33])[CH2:28][CH2:27]1.C(=O)([O-])[O-].[K+].[K+].O1CCOCC1>C1C=CC([P]([Pd]([P](C2C=CC=CC=2)(C2C=CC=CC=2)C2C=CC=CC=2)([P](C2C=CC=CC=2)(C2C=CC=CC=2)C2C=CC=CC=2)[P](C2C=CC=CC=2)(C2C=CC=CC=2)C2C=CC=CC=2)(C2C=CC=CC=2)C2C=CC=CC=2)=CC=1.O>[CH2:1]([NH:3][CH2:4][C:5]1[S:9][C:8]([C:14]2[CH:15]=[C:16]3[C:20](=[C:21]([C:23]([NH2:25])=[O:24])[CH:22]=2)[NH:19][CH:18]=[C:17]3[CH:26]2[CH2:27][CH2:28][N:29]([S:32]([CH2:35][CH3:36])(=[O:33])=[O:34])[CH2:30][CH2:31]2)=[CH:7][CH:6]=1)[CH3:2] |f:2.3.4,^1:52,54,73,92|. Procedure: To a CEM microwave tube containing {5-[(ethylamino)methyl]-2-thienyl}boronic acid (47 mg, 0.254 mmol) was added 5-bromo-3-[1-(ethylsulfonyl)-4-piperidinyl]-1H-indole-7-carboxamide (80 mg, 0.193 mmol), potassium carbonate (160 mg, 1.16 mmol), dioxane (1.5 mL), H2O (0.5 mL) and tetrakis(triphenylphosphine)palladium(0) (5 mg, 0.004 mmol). The reaction was heated in a CEM microwave for 30 min at 150° C. (This run was aborted prior to 30 min due to excessive pressure build-up). The reaction mixture w... Reactants: ClC=1C=CC2=C(C(=NCC(=N2)NN)C2=CC=CC=C2)C1 (7-chloro-2-hydrazino-5-phenyl-3H-1,4-benzodiazepine), Cl.C(C)(=N)N (acetamidine hydrochloride), CC=1NC=CN1 (2-methylimidazole). The solvent is O (Water). Reaction conditions: temperature 160 celsius. The product is ClC=1C=CC2=C(C(=NCC=3N2C(=NN3)C)C3=CC=CC=C3)C1 (8-chloro-1-methyl-6-phenyl-4H-s-triazolo [4,3-a] [1,4] benzodiazepine). As a reaction SMILES: [Cl:1][C:2]1[CH:3]=[CH:4][C:5]2[N:11]=[C:10]([NH:12][NH2:13])[CH2:9][N:8]=[C:7]([C:14]3[CH:19]=[CH:18][CH:17]=[CH:16][CH:15]=3)[C:6]=2[CH:20]=1.Cl.[C:22](N)(=N)[CH3:23].CC1NC=CN=1>O>[Cl:1][C:2]1[CH:3]=[CH:4][C:5]2[N:11]3[C:22]([CH3:23])=[N:13][N:12]=[C:10]3[CH2:9][N:8]=[C:7]([C:14]3[CH:19]=[CH:18][CH:17]=[CH:16][CH:15]=3)[C:6]=2[CH:20]=1 |f:1.2|. Procedure: A mixture of 2.8 parts of 7-chloro-2-hydrazino-5-phenyl-3H-1,4-benzodiazepine, 2.8 parts of acetamidine hydrochloride and 2.5 parts of 2-methylimidazole is fused under heating at 160° C for 10 minutes. Water is added to the mixture, followed by extraction with methylene chloride. The methylene chloride layer is washed with water and dried over sodium sulfate. The solvent is evaporated, whereby 8-chloro-1-methyl-6-phenyl-4H-s-triazolo [4,3-a] [1,4] benzodiazepine is yielded. Recrystallization fro... Starting materials: CC(CSC(=O)c1ccccc1)C(=O)Cl, CC(C)(C)OC(=O)C1CN(Cc2ccccc2)C(=O)N1, CC(C)(C)[O-], [K+], C1CCOC1. The product is CC(CSC(=O)c1ccccc1)C(=O)N1C(=O)N(Cc2ccccc2)CC1C(=O)OC(C)(C)C. As a reaction SMILES: [C:27]([c:28]1[cH:29][cH:30][cH:31][cH:32][cH:33]1)(=[O:34])[S:35][CH2:36][CH:37]([C:38](=[O:39])[Cl:40])[CH3:41].[CH2:1]([c:2]1[cH:3][cH:4][cH:5][cH:6][cH:7]1)[N:8]1[C:9](=[O:20])[NH:10][CH:11]([C:13](=[O:14])[O:15][C:16]([CH3:17])([CH3:18])[CH3:19])[CH2:12]1.[CH3:21][C:22]([CH3:23])([O-:24])[CH3:25].[K+:26].[O:42]1[CH2:43][CH2:44][CH2:45][CH2:46]1>>[CH2:1]([c:2]1[cH:3][cH:4][cH:5][cH:6][cH:7]1)[N:8]1[C:9](=[O:20])[N:10]([C:38]([CH:37]([CH2:36][S:35][C:27]([c:28]2[cH:29][cH:30][cH:31][cH:32][cH:33]2)=[O:34])[CH3:41])=[O:39])[CH:11]([C:13](=[O:14])[O:15][C:16]([CH3:17])([CH3:18])[CH3:19])[CH2:12]1. The reactants are [Cl-].[Na+] (sodium chloride), C([O-])([O-])=O.[Cs+].[Cs+] (Cesium carbonate), BrCC(F)F (2-bromo-1,1-difluoroethane), OC=1N=CC(=NC1)C(=O)OC (methyl 5-hydroxypyrazine-2-carboxylate). Run in C(C)(=O)OCC (ethyl acetate), CN(C)C=O (DMF). Run at temperature 80 celsius, time 4 hour. The product is FC(COC=1N=CC(=NC1)C(=O)OC)F (methyl 5-(2,2-difluoroethoxy)pyrazine-2-carboxylate). Yield: 20.5%. RXN SMILES: C(=O)([O-])[O-].[Cs+].[Cs+].Br[CH2:8][CH:9]([F:11])[F:10].[OH:12][C:13]1[N:14]=[CH:15][C:16]([C:19]([O:21][CH3:22])=[O:20])=[N:17][CH:18]=1.[Cl-].[Na+]>CN(C=O)C.C(OCC)(=O)C>[F:10][CH:9]([F:11])[CH2:8][O:12][C:13]1[N:14]=[CH:15][C:16]([C:19]([O:21][CH3:22])=[O:20])=[N:17][CH:18]=1 |f:0.1.2,5.6|. Procedure details: Cesium carbonate (2.12 g) and 2-bromo-1,1-difluoroethane (939 mg) were added to a solution of methyl 5-hydroxypyrazine-2-carboxylate (500 mg) in DMF (20 mL), and the mixture was stirred at 80° C. for four hours. The reaction solution was returned to room temperature. Saturated aqueous sodium chloride and ethyl acetate were added and the organic layer was separated. The organic layer was dried over anhydrous magnesium sulfate. The organic layer was concentrated under reduced pressure. The residue... The reactants are B, CSC, O=CNc1ccc2[nH]c3cc(-c4ccccc4Cl)c4c(c3c2c1)C(=O)NC4=O. The product is CNc1ccc2[nH]c3cc(-c4ccccc4Cl)c4c(c3c2c1)C(=O)NC4=O. Reaction SMILES: [BH3:32].[CH3:29][S:30][CH3:31].[Cl:1][c:2]1[c:3](-[c:8]2[cH:9][c:10]3[nH:11][c:12]4[cH:13][cH:14][c:15]([NH:26][CH:27]=[O:28])[cH:16][c:17]4[c:18]3[c:19]3[c:20]2[C:21](=[O:25])[NH:22][C:23]3=[O:24])[cH:4][cH:5][cH:6][cH:7]1>>[Cl:1][c:2]1[c:3](-[c:8]2[cH:9][c:10]3[nH:11][c:12]4[cH:13][cH:14][c:15]([NH:26][CH3:27])[cH:16][c:17]4[c:18]3[c:19]3[c:20]2[C:21](=[O:25])[NH:22][C:23]3=[O:24])[cH:4][cH:5][cH:6][cH:7]1.